Dataset: the Open Reaction Database (ORD), a public repository of structured organic reaction records. Task: describe an organic reaction: reactants, conditions, products, and yield Reactants: O.[OH-].[Li+] (lithium hydroxide monohydrate), O (water), ClC=1C=C2C(=CN(C2=CC1)C1=CC=NC2=CC=CC=C12)C(=O)OC (5-chloro-3-methoxycarbonyl-1-(quinolin-4-yl)-1H-indole). The solvent is O1CCCC1 (tetrahydrofuran). Run at time 16 hour. Yields the product C(=O)(O)C1=CN(C2=CC=C(C=C12)Cl)C1=CC=NC2=CC=CC=C12 (3-carboxy-5-chloro-1-(quinolin-4-yl)-1H-indole). The yield is 87.9%. Reaction SMILES: O.[OH-].[Li+].O.[Cl:5][C:6]1[CH:7]=[C:8]2[C:12](=[CH:13][CH:14]=1)[N:11]([C:15]1[C:24]3[C:19](=[CH:20][CH:21]=[CH:22][CH:23]=3)[N:18]=[CH:17][CH:16]=1)[CH:10]=[C:9]2[C:25]([O:27]C)=[O:26]>O1CCCC1>[C:25]([C:9]1[C:8]2[C:12](=[CH:13][CH:14]=[C:6]([Cl:5])[CH:7]=2)[N:11]([C:15]2[C:24]3[C:19](=[CH:20][CH:21]=[CH:22][CH:23]=3)[N:18]=[CH:17][CH:16]=2)[CH:10]=1)([OH:27])=[O:26] |f:0.1.2|. Procedure: 0.42 g (15 mmol) of lithium hydroxide monohydrate and 50 cm3 of water are added to 1.13 g (3.35 mmol) of 5-chloro-3-methoxycarbonyl-1-(quinolin-4-yl)-1H-indole dissolved in 50 cm3 of tetrahydrofuran at a temperature in the region of 20° C. After stirring for 16 hours at the reflux temperature of the solvent, the reaction mixture is concentrated to dryness under reduced pressure (2.7 kPa). The residue is taken up in 10 cm3 of 1N hydrochloric acid, the suspension is then filtered, and the solid re... The reactants are C(C)(C)[N-]C(C)C.[Li+] (Lithium diisopropylamide), C(C(C)C)C1=CC=C(C=C1)CC(=O)OCC (Ethyl (4-isobutyl-phenyl)-acetate), BrCCCCBr (1,4-Dibromobutane). Run in O1CCCC1 (tetrahydrofuran). Reaction conditions: temperature -78 celsius, time 1 hour. The product is C(C)OC(C(CCCCBr)(C)C1=CC=C(C=C1)CC(C)C)=O (6-bromo-2-(4-isobutyl-phenyl)-2-methyl-hexanoic acid ethyl ester). Yield: 87.6%. Reaction SMILES: [CH2:1]([C:5]1[CH:10]=[CH:9][C:8]([CH2:11][C:12]([O:14][CH2:15][CH3:16])=[O:13])=[CH:7][CH:6]=1)[CH:2]([CH3:4])[CH3:3].[CH:17]([N-]C(C)C)(C)C.[Li+].[Br:25][CH2:26][CH2:27][CH2:28][CH2:29]Br>O1CCCC1>[CH2:15]([O:14][C:12](=[O:13])[C:11]([C:8]1[CH:7]=[CH:6][C:5]([CH2:1][CH:2]([CH3:4])[CH3:3])=[CH:10][CH:9]=1)([CH3:17])[CH2:29][CH2:28][CH2:27][CH2:26][Br:25])[CH3:16] |f:1.2|. Reported procedure: Ethyl (4-isobutyl-phenyl)-acetate (10.5 g, 44.8 mmol) was dissolved in freshly distilled tetrahydrofuran (150 mL) and cooled to −78° C. Lithium diisopropylamide (2 N, 28 mL, 56 mmol) was added and the solution stirred for 1 hour at −78° C. under a nitrogen atmosphere. 1,4-Dibromobutane (25 mL, 37.5 g, 175 mmol) was then added drop-wise over 30 minutes. The solution was allowed to warm to room temperature over five hours. After stirring at room temperature for an additional 16 hours, the reaction... Reactants: BrCC(=O)N1CC2=CC=CC=C2CC1C(=O)OC(C)(C)C (2-(bromoacetyl)-1,2,3,4-tetrahydro-3-isoquinolinecarboxylic acid, 1,1-dimethylethyl ester), CNCC(C(CC1=CC=CC=C1)NC(C1=CC=CC=C1)=O)=O ((±)-N-[3-(methylamino)-2-oxo-1-(phenylmethyl)propyl]benzamide), O (water), C(C)(C)N(CC)C(C)C (diisopropylethylamine). Run in CN(C=O)C (dimethylformamide). Run at time 8 hour. Yields the product C(C1=CC=CC=C1)(=O)NC(C(CN(C)CC(=O)N1CC2=CC=CC=C2C[C@H]1C(=O)OC(C)(C)C)=O)CC1=CC=CC=C1 ((S)-2-[[[3-(Benzoylamino)-2-oxo-4-phenylbutyl]methylamino]acetyl]-1,2,3,4-tetrahydro-3-isoquinolinecarboxylic acid, 1,1-dimethylethyl ester). As a reaction SMILES: Br[CH2:2][C:3]([N:5]1[CH:14]([C:15]([O:17][C:18]([CH3:21])([CH3:20])[CH3:19])=[O:16])[CH2:13][C:12]2[C:7](=[CH:8][CH:9]=[CH:10][CH:11]=2)[CH2:6]1)=[O:4].[CH3:22][NH:23][CH2:24][C:25](=[O:43])[CH:26]([NH:34][C:35](=[O:42])[C:36]1[CH:41]=[CH:40][CH:39]=[CH:38][CH:37]=1)[CH2:27][C:28]1[CH:33]=[CH:32][CH:31]=[CH:30][CH:29]=1.C(N(C(C)C)CC)(C)C.O>CN(C)C=O>[C:35]([NH:34][CH:26]([CH2:27][C:28]1[CH:29]=[CH:30][CH:31]=[CH:32][CH:33]=1)[C:25](=[O:43])[CH2:24][N:23]([CH2:2][C:3]([N:5]1[C@H:14]([C:15]([O:17][C:18]([CH3:21])([CH3:20])[CH3:19])=[O:16])[CH2:13][C:12]2[C:7](=[CH:8][CH:9]=[CH:10][CH:11]=2)[CH2:6]1)=[O:4])[CH3:22])(=[O:42])[C:36]1[CH:37]=[CH:38][CH:39]=[CH:40][CH:41]=1. Procedure: To a solution of 2-(bromoacetyl)-1,2,3,4-tetrahydro-3-isoquinolinecarboxylic acid, 1,1-dimethylethyl ester (2.12 g., 6 mmole) in dimethylformamide (20 ml.) is added (±)-N-[3-(methylamino)-2-oxo-1-(phenylmethyl)propyl]benzamide (2.0 g., 6 mmole), prepared as set forth in Example 91(b), and diisopropylethylamine (0.77 g., 1.04 ml., 6 mmole). The reaction mixture is stirred overnight, poured into water (50 ml.) and extracted with ethyl acetate (3×50 ml.). The combined ethyl acetate extracts are was... The reactants are C(CCC)OC1=C(C=C(C=C1)C1=CC=CC(=N1)C=O)Cl (6-(4-butoxy-3-chlorophenyl)picolinaldehyde), N[C@H](C(C)C)CO (D-valinol), C(C)(=O)O (acetic acid), C(#N)[BH3-] (cyanoborohydride). Run in CO (MeOH). Run at time 2 hour. Yields the product C(CCC)OC1=C(C=C(C=C1)C1=CC=CC(=N1)CN[C@@H](CO)C(C)C)Cl ((2R)-2-({[6-(4-butoxy-3-chlorophenyl)pyridin-2-yl]methyl}amino)-3-methylbutan-1-ol). Isolated yield 65.5%. As a reaction SMILES: [CH2:1]([O:5][C:6]1[CH:11]=[CH:10][C:9]([C:12]2[N:17]=[C:16]([CH:18]=O)[CH:15]=[CH:14][CH:13]=2)=[CH:8][C:7]=1[Cl:20])[CH2:2][CH2:3][CH3:4].[NH2:21][C@@H:22]([CH2:26][OH:27])[CH:23]([CH3:25])[CH3:24].C(O)(=O)C.C([BH3-])#N>CO>[CH2:1]([O:5][C:6]1[CH:11]=[CH:10][C:9]([C:12]2[N:17]=[C:16]([CH2:18][NH:21][C@H:22]([CH:23]([CH3:25])[CH3:24])[CH2:26][OH:27])[CH:15]=[CH:14][CH:13]=2)=[CH:8][C:7]=1[Cl:20])[CH2:2][CH2:3][CH3:4]. Procedure details: To a solution of Example 262A (0.500 g, 1.73 mmol) in MeOH (10 mL) at ambient temperature was added D-valinol (0.20 mL, 1.7 mmol), acetic acid (0.40 ml, 6.9 mmol) followed by MP-cyanoborohydride (2.49 mmol/g; 1.00 g). After 2 hours, the mixture was filtered and concentrated. The residue was partitioned between 1N HCl and ethyl acetate. The organic layer was discarded. The aqueous layer made basic with 1N NaOH and extracted with ethyl acetate. The EtOAc extract was dried (Na2SO4) and concentrated... Starting materials: aqueous solution, S(O)(O)(=O)=O (sulfuric acid), ice water, OC=1C(=NC=CN1)C(=O)N (3-hydroxy-2-pyrazinecarboxamide), [N+](=O)([O-])[O-].[K+] (potassium nitrate), [OH-].[Na+] (sodium hydroxide). Solvent: O (water). Reaction conditions: time 15 hour. The product is OC=1C(=NC(=CN1)[N+](=O)[O-])C(=O)N (3-hydroxy-6-nitro-2-pyrazinecarboxamide). The yield is 65.4%. As a reaction SMILES: S(=O)(=O)(O)O.[OH:6][C:7]1[C:8]([C:13]([NH2:15])=[O:14])=[N:9][CH:10]=[CH:11][N:12]=1.[N+:16]([O-])([O-:18])=[O:17].[K+].[OH-].[Na+]>O>[OH:6][C:7]1[C:8]([C:13]([NH2:15])=[O:14])=[N:9][C:10]([N+:16]([O-:18])=[O:17])=[CH:11][N:12]=1 |f:2.3,4.5|. Procedure details: Into 1.2 L of 97% sulfuric acid was added and dissolved 208.0 g of 3-hydroxy-2-pyrazinecarboxamide, while keeping the solution at 10-25° C. by cooling it with ice. To the solution thus obtained was added 185.0 g of potassium nitrate at 30-35° C., and the mixture thus obtained was stirred at room temperature for 15 hours and then at 40° C. for 2 hours. After cooling the reaction mixture to 20° C., it was poured into 6 L of ice water and stirred at room temperature for one hour, and the deposited ... Reactants: Cl.ClC1=CC=NC2=CC(=C(C=C12)OC)OCCOC (4-chloro-6-methoxy-7-(2-methoxyethoxy)quinoline hydrochloride), FC1=C(N)C=C(C(=C1)C)O (2-fluoro-5-hydroxy-4-methylaniline). Solvent: CC(CCC)O (2-pentanol). The product is Cl.FC1=C(NC2=CC=NC3=CC(=C(C=C23)OC)OCCOC)C=C(C(=C1)C)O (4-(2-fluoro-5-hydroxy-4-methylanilino)-6-methoxy-7-(2-methoxyethoxy)quinoline hydrochloride). The yield is 50.1%. As a reaction SMILES: Cl.[Cl:2][C:3]1[C:12]2[C:7](=[CH:8][C:9]([O:15][CH2:16][CH2:17][O:18][CH3:19])=[C:10]([O:13][CH3:14])[CH:11]=2)[N:6]=[CH:5][CH:4]=1.[F:20][C:21]1[CH:27]=[C:26]([CH3:28])[C:25]([OH:29])=[CH:24][C:22]=1[NH2:23]>CC(O)CCC>[ClH:2].[F:20][C:21]1[CH:27]=[C:26]([CH3:28])[C:25]([OH:29])=[CH:24][C:22]=1[NH:23][C:3]1[C:12]2[C:7](=[CH:8][C:9]([O:15][CH2:16][CH2:17][O:18][CH3:19])=[C:10]([O:13][CH3:14])[CH:11]=2)[N:6]=[CH:5][CH:4]=1 |f:0.1,4.5|. Procedure details: A solution of 4-chloro-6-methoxy-7-(2-methoxyethoxy)quinoline hydrochloride (304 mg, 1 mmol), (prepared as described for the starting material in Example 5), 2-fluoro-5-hydroxy-4-methylaniline (155 mg, 1.1 mmol), (prepared as described for the starting material in Example 1), in 2-pentanol (15 ml) was heated at reflux for 15 hours. The precipitate was collected by filtration, washed with isopropanol and dried under vacuum to give 4-(2-fluoro-5-hydroxy-4-methylanilino)-6-methoxy-7-(2-methoxyethox... The reactants are FC=1C=CC=C2C(N(C(=NC12)N1CCN(CC1)C1=CC(=CC=C1)C)C1=C(C=CC(=C1)C(F)(F)F)OC)CC(=O)OC (Methyl {8-fluoro-2-[4-(3-methylphenyl)-1-piperazinyl]-3-[2-methoxy-5-(trifluoromethyl)phenyl]-3,4-dihydro-4-quinazolinyl}acetate), [OH-].[Na+] (sodium hydroxide). Run in O1CCOCC1 (dioxane). The product is FC=1C=CC=C2C(N(C(=NC12)N1CCN(CC1)C1=CC(=CC=C1)C)C1=C(C=CC(=C1)C(F)(F)F)OC)CC(=O)O ({8-Fluoro-2-[4-(3-methylphenyl)-1-piperazinyl]-3-[2-methoxy-5-(trifluoromethyl)phenyl]-3,4-dihydro-4-quinazolinyl}acetic acid). As a reaction SMILES: [F:1][C:2]1[CH:3]=[CH:4][CH:5]=[C:6]2[C:11]=1[N:10]=[C:9]([N:12]1[CH2:17][CH2:16][N:15]([C:18]3[CH:23]=[CH:22][CH:21]=[C:20]([CH3:24])[CH:19]=3)[CH2:14][CH2:13]1)[N:8]([C:25]1[CH:30]=[C:29]([C:31]([F:34])([F:33])[F:32])[CH:28]=[CH:27][C:26]=1[O:35][CH3:36])[CH:7]2[CH2:37][C:38]([O:40]C)=[O:39].[OH-].[Na+]>O1CCOCC1>[F:1][C:2]1[CH:3]=[CH:4][CH:5]=[C:6]2[C:11]=1[N:10]=[C:9]([N:12]1[CH2:17][CH2:16][N:15]([C:18]3[CH:23]=[CH:22][CH:21]=[C:20]([CH3:24])[CH:19]=3)[CH2:14][CH2:13]1)[N:8]([C:25]1[CH:30]=[C:29]([C:31]([F:33])([F:32])[F:34])[CH:28]=[CH:27][C:26]=1[O:35][CH3:36])[CH:7]2[CH2:37][C:38]([OH:40])=[O:39] |f:1.2|. Procedure details: In 40 ml of dioxane, 892 mg (1.56 mmol) of methyl {8-fluoro-2-[4-(3-methylphenyl)-1-piperazinyl]-3-[2-methoxy-5-(trifluoromethyl)phenyl]-3,4-dihydro-4-quinazolinyl}acetate (Example 33A) and 187.6 mg (4.69 mmol) of sodium hydroxide are stirred at 50° C. for 2 hours. Following removal of the solvent, the residue is taken up in water and adjusted to pH 4–5 using 1N hydrochloric acid. The product is filtered off and then washed with water and dried under reduced pressure. The reactants are CC(=O)[O-], CC(=O)[O-], CC(=O)[O-], ClCCl, COc1ccc2c(c1)CCC=C2, CCOC(=O)C=[N+]=[N-], [Rh+3]. The product is CCOC(=O)C1C2CCc3cc(OC)ccc3C21. As a reaction SMILES: [C:21]([O-:22])(=[O:23])[CH3:24].[C:26]([O-:27])(=[O:28])[CH3:29].[C:30]([O-:31])(=[O:32])[CH3:33].[CH2:34]([Cl:35])[Cl:36].[CH3:1][O:2][c:3]1[cH:4][cH:5][c:6]2[c:11]([cH:12]1)[CH2:10][CH2:9][CH:8]=[CH:7]2.[N+:13](=[N-:14])=[CH:15][C:16](=[O:17])[O:18][CH2:19][CH3:20].[Rh+3:25]>>[CH3:1][O:2][c:3]1[cH:4][cH:5][c:6]2[c:11]([cH:12]1)[CH2:10][CH2:9][CH:8]1[CH:7]2[CH:15]1[C:16](=[O:17])[O:18][CH2:19][CH3:20]. The reactants are Cc1cc(=O)n(-c2cc3c(cc2F)sc(=O)n3C(C)C)c(=O)n1C, O=S(=O)(O)O. The product is Cc1cc(=O)n(-c2cc3[nH]c(=O)sc3cc2F)c(=O)n1C. Reaction SMILES: [CH3:1][n:2]1[c:3](=[O:24])[n:4](-[c:10]2[c:11]([F:23])[cH:12][c:13]3[c:14]([n:15]([CH:19]([CH3:20])[CH3:21])[c:16](=[O:18])[s:17]3)[cH:22]2)[c:5](=[O:9])[cH:6][c:7]1[CH3:8].[S:25](=[O:26])(=[O:27])([OH:28])[OH:29]>>[CH3:1][n:2]1[c:3](=[O:24])[n:4](-[c:10]2[c:11]([F:23])[cH:12][c:13]3[c:14]([nH:15][c:16](=[O:18])[s:17]3)[cH:22]2)[c:5](=[O:9])[cH:6][c:7]1[CH3:8].